Task: describe an organic reaction: reactants, conditions, products, and yield. Dataset: the Open Reaction Database (ORD), a public repository of structured organic reaction records The reactants are C(#N)C=1C=C2C(C3=C(CCN2C1)C=CC=C3)=CCCN(C)C (2-Cyano-6,11-dihydro-11-(3-dimethylaminopropylidene)-5H-pyrrolo[2,1-b][3]benzazepine), ClC(COC(=O)Cl)(Cl)Cl (2,2,2-trichloroethylchloroformate). Solvent: C1=CC=CC=C1 (benzene). Yields the product C(#N)C=1C=C2C(C3=C(CCN2C1)C=CC=C3)=CCCN(C(=O)OCC(Cl)(Cl)Cl)C (2-cyano-6,11-dihydro-11-(N-2,2,2-trichloroethoxycarbonyl-3-methylaminopropylidene)-5H-pyrrolo[2,1-b][3]benzazepine). As a reaction SMILES: [C:1]([C:3]1[CH:4]=[C:5]2[N:11]([CH:12]=1)[CH2:10][CH2:9][C:8]1[CH:13]=[CH:14][CH:15]=[CH:16][C:7]=1[C:6]2=[CH:17][CH2:18][CH2:19][N:20](C)[CH3:21])#[N:2].[Cl:23][C:24]([Cl:31])([Cl:30])[CH2:25][O:26][C:27](Cl)=[O:28]>C1C=CC=CC=1>[C:1]([C:3]1[CH:4]=[C:5]2[N:11]([CH:12]=1)[CH2:10][CH2:9][C:8]1[CH:13]=[CH:14][CH:15]=[CH:16][C:7]=1[C:6]2=[CH:17][CH2:18][CH2:19][N:20]([CH3:21])[C:27]([O:26][CH2:25][C:24]([Cl:31])([Cl:30])[Cl:23])=[O:28])#[N:2]. Reported procedure: 2-Cyano-6,11-dihydro-11-(3-dimethylaminopropylidene)-5H-pyrrolo[2,1-b][3]benzazepine (5 g., 17.2 mmoles) and 2,2,2-trichloroethylchloroformate (4 g., 18.8 mmoles) in 100 ml. benzene were refluxed for 18 hours. The mixture was poured onto water, washed with dilute hydrochloric acid and then with water, dried over sodium sulfate and concentrated under vacuum to yield 7.1 g. of dark red oil. It was adsorbed on 250 g. silica gel and eluted with 2 liters benzene. The eluate was discarded. Reactants: C(C1=CC=CC=C1)OC=1C=C(OCCCCC(C(CC)=O)C(CC)=O)C=CC1OCC1=CC=CC=C1 (4-[4-(3,4-dibenzyloxyphenoxy)butyl]-3,5-heptanedione), OC=1C=C(OCCCCC(C(CC)=O)C(CC)=O)C=CC1O (4-[4-(3,4-dihydroxyphenoxy)butyl]-3,5-heptanedione). The product is OC1=CC=C(OCCCCCCCC(C(CC)=O)C(CC)=O)C=C1 (4-[7-(4-Hydroxyphenoxy)heptyl]-3,5-heptanedione). As a reaction SMILES: C(O[C:9]1[CH:10]=[C:11]([CH:26]=[CH:27][C:28]=1[O:29]CC1C=CC=CC=1)[O:12][CH2:13][CH2:14][CH2:15][CH2:16][CH:17]([C:22](=O)[CH2:23][CH3:24])C(=O)CC)C1C=CC=CC=1.[OH:37][C:38]1C=C(C=[CH:56][C:57]=1O)OCCCCC(C(=O)CC)C(=O)CC>>[OH:29][C:28]1[CH:9]=[CH:10][C:11]([O:12][CH2:13][CH2:14][CH2:15][CH2:16][CH2:17][CH2:22][CH2:23][CH:24]([C:11](=[O:12])[CH2:10][CH3:9])[C:38](=[O:37])[CH2:57][CH3:56])=[CH:26][CH:27]=1. Reported procedure: By a similar hydrogenolysis procedure 4-[4-(3,4-dibenzyloxyphenoxy)butyl]-3,5-heptanedione can be coverted to 4-[4-(3,4-dihydroxyphenoxy)butyl]-3,5-heptanedione [I; Ar is 3,4-(HO)2C6H3, Alk is CH2CH2CH2CH2, R and R' are CH3CH2CO]. Reactants: CN1CCOCC1 (NMM), [BH4-].[Na+] (sodium borohydride), BrC=1C=C(C=NC1)C(=O)O (5-bromopyridine-3-carboxylic acid), ClC(=O)OCC (ethyl chloroformate). The solvent is C1CCOC1 (THF), CO (MeOH). Reaction conditions: temperature -10 celsius, time 20 minute. Yields the product BrC=1C=C(C=NC1)CO ((5-bromopyridin-3-yl)methanol). The yield is 75.2%. RXN SMILES: [Br:1][C:2]1[CH:3]=[C:4]([C:8](O)=[O:9])[CH:5]=[N:6][CH:7]=1.CN1CCOCC1.ClC(OCC)=O.[BH4-].[Na+]>C1COCC1.CO>[Br:1][C:2]1[CH:3]=[C:4]([CH2:8][OH:9])[CH:5]=[N:6][CH:7]=1 |f:3.4|. Procedure details: To a solution of 12 g (59.4 mmol) of 5-bromopyridine-3-carboxylic acid in 300 mL of anhydrous THF, under argon, are added, at −10° C., 6.6 mL of NMM and then 5.7 mL (59.4 mmol) of ethyl chloroformate. After stirring for 20 minutes at −10° C., 6.8 g (179.8 mmol) of sodium borohydride are added portionwise. The medium is then cooled to −70° C. and 400 mL of MeOH are added over 1 hour 30 minutes. The temperature is then allowed to rise to room temperature and stirring is continued for 12 hours. The... The reactants are [NH4+].[Cl-] (NH4Cl), C(C)OC(C(F)(F)F)=O (Trifluoro-acetic acid ethyl ester), [H-].[Na+] (sodium hydride), ClC1=NC=CC(=C1)C(C)=O (1-(2-chloro-pyridin-4-yl)-ethanone). Solvent: O (water), C1CCOC1 (THF), C(C)O (ethanol). Run at time 16 hour. The product is ClC1=NC=CC(=C1)C(CC(C(F)(F)F)=O)=O (1-(2-chloro-pyridin-4-yl)-4,4,4-trifluoro-butane-1,3-dione). As a reaction SMILES: C(O[C:4](=[O:9])[C:5]([F:8])([F:7])[F:6])C.[H-].[Na+].[Cl:12][C:13]1[CH:18]=[C:17]([C:19](=[O:21])[CH3:20])[CH:16]=[CH:15][N:14]=1.[NH4+].[Cl-]>C1COCC1.O.C(O)C>[Cl:12][C:13]1[CH:18]=[C:17]([C:19](=[O:21])[CH2:20][C:4](=[O:9])[C:5]([F:6])([F:7])[F:8])[CH:16]=[CH:15][N:14]=1 |f:1.2,4.5|. Reported procedure: Trifluoro-acetic acid ethyl ester (0.30 mL, 2.49 mmol) is added carefully into sodium hydride (60% in mineral oil, 100 mg, 2.49 mmol) suspended in dry THF (2.0 mL) at room temperature. Then 1-(2-chloro-pyridin-4-yl)-ethanone (200 mg, 1.25 mmol) is added into the reaction mixture followed by the addition of ethanol (0.12 mL). The reaction mixture is stirred for 16 hrs and saturated NH4Cl solution (3.0 mL) is added along with 25 mL of water. The mixture is then extracted with EtOAc (3×25 mL). The ... The reactants are C#Cc1cc(C(=O)OC)cc(C#N)c1OC, [Li+], C1CCOC1, [OH-], O, O. Product: C#Cc1cc(C(=O)O)cc(C#N)c1OC. As a reaction SMILES: [C:1](#[N:2])[c:3]1[cH:4][c:5]([C:6](=[O:7])[O:8][CH3:9])[cH:10][c:11]([C:15]#[CH:16])[c:12]1[O:13][CH3:14].[Li+:19].[O:20]1[CH2:21][CH2:22][CH2:23][CH2:24]1.[OH-:18].[OH2:17].[OH2:25]>>[C:1](#[N:2])[c:3]1[cH:4][c:5]([C:6](=[O:7])[OH:8])[cH:10][c:11]([C:15]#[CH:16])[c:12]1[O:13][CH3:14].